describe an organic reaction: reactants, conditions, products, and yield From a dataset of the Open Reaction Database (ORD), a public repository of structured organic reaction records. Starting materials: CC(C)CCON=O, CC#N, CCOC(C)=O, N#C[Cu]C#N, Cc1nc(N)sc1C(=O)NCc1ccccc1. RXN SMILES: [CH3:23][CH:24]([CH2:25][CH2:26][O:27][N:28]=[O:29])[CH3:30].[CH3:31][C:32]#[N:33].[CH3:34][CH2:35][O:36][C:37](=[O:38])[CH3:39].[Cu:18]([C:19]#[N:20])[C:21]#[N:22].[NH2:1][c:2]1[s:3][c:4]([C:8](=[O:9])[NH:10][CH2:11][c:12]2[cH:13][cH:14][cH:15][cH:16][cH:17]2)[c:5]([CH3:7])[n:6]1>>[c:2]1([C:19]#[N:20])[s:3][c:4]([C:8](=[O:9])[NH:10][CH2:11][c:12]2[cH:13][cH:14][cH:15][cH:16][cH:17]2)[c:5]([CH3:7])[n:6]1. Yields the product Cc1nc(C#N)sc1C(=O)NCc1ccccc1. Reactants: O=C(O)c1ccc2c(c1)OCO2, COC(=O)C(C)c1ccc2c(c1)OCO2, ClCCCl, O=P12OP3(=O)OP(=O)(O1)OP(=O)(O2)O3, O. Product: COC(=O)C(C)c1cc2c(cc1C(=O)c1ccc3c(c1)OCO3)OCO2. RXN SMILES: [C:16]([c:17]1[cH:18][c:19]2[c:23]([cH:24][cH:25]1)[O:22][CH2:21][O:20]2)(=[O:26])[OH:27].[CH2:1]1[O:2][c:3]2[cH:4][c:5]([CH:10]([C:11](=[O:12])[O:13][CH3:14])[CH3:15])[cH:6][cH:7][c:8]2[O:9]1.[Cl:43][CH2:44][CH2:45][Cl:46].[O:28]=[P:29]12[O:30][P:31]3(=[O:41])[O:32][P:33](=[O:39])([O:34][P:35](=[O:38])([O:36]3)[O:37]1)[O:40]2.[OH2:42]>>[CH2:1]1[O:2][c:3]2[cH:4][c:5]([CH:10]([C:11](=[O:12])[O:13][CH3:14])[CH3:15])[c:6]([C:16]([c:17]3[cH:18][c:19]4[c:23]([cH:24][cH:25]3)[O:22][CH2:21][O:20]4)=[O:26])[cH:7][c:8]2[O:9]1. Reactants: CC(=O)N1c2ccc(C#C[Si](C(C)C)(C(C)C)C(C)C)cc2C(Nc2ncccn2)CC1C, CCCC[N+](CCCC)(CCCC)CCCC, [F-], C1CCOC1. The product is C#Cc1ccc2c(c1)C(Nc1ncccn1)CC(C)N2C(C)=O. RXN SMILES: [C:1]([CH3:2])(=[O:3])[N:4]1[CH:5]([CH3:33])[CH2:6][CH:7]([NH:26][c:27]2[n:28][cH:29][cH:30][cH:31][n:32]2)[c:8]2[cH:9][c:10]([C:14]#[C:15][Si:16]([CH:17]([CH3:18])[CH3:19])([CH:20]([CH3:21])[CH3:22])[CH:23]([CH3:24])[CH3:25])[cH:11][cH:12][c:13]21.[CH2:35]([N+:36]([CH2:37][CH2:38][CH2:39][CH3:40])([CH2:41][CH2:42][CH2:43][CH3:44])[CH2:45][CH2:46][CH2:47][CH3:48])[CH2:49][CH2:50][CH3:51].[F-:34].[O:52]1[CH2:53][CH2:54][CH2:55][CH2:56]1>>[C:1]([CH3:2])(=[O:3])[N:4]1[CH:5]([CH3:33])[CH2:6][CH:7]([NH:26][c:27]2[n:28][cH:29][cH:30][cH:31][n:32]2)[c:8]2[cH:9][c:10]([C:14]#[CH:15])[cH:11][cH:12][c:13]21. Reactants: CN(C)CC(=O)Nc1cnc(Nc2cnc(C#N)cn2)cc1OCC1CCN(C(=O)OC(C)(C)C)CC1, ClCCl, O=C(O)C(F)(F)F. Yields the product CN(C)CC(=O)Nc1cnc(Nc2cnc(C#N)cn2)cc1OCC1CCNCC1. As a reaction SMILES: [C:1](#[N:2])[c:3]1[n:4][cH:5][c:6]([NH:9][c:10]2[n:11][cH:12][c:13]([NH:31][C:32]([CH2:33][N:34]([CH3:35])[CH3:36])=[O:37])[c:14]([O:16][CH2:17][CH:18]3[CH2:19][CH2:20][N:21]([C:24]([O:25][C:26]([CH3:27])([CH3:28])[CH3:29])=[O:30])[CH2:22][CH2:23]3)[cH:15]2)[n:7][cH:8]1.[Cl:45][CH2:46][Cl:47].[OH:38][C:39]([C:40]([F:41])([F:42])[F:43])=[O:44]>>[C:1](#[N:2])[c:3]1[n:4][cH:5][c:6]([NH:9][c:10]2[n:11][cH:12][c:13]([NH:31][C:32]([CH2:33][N:34]([CH3:35])[CH3:36])=[O:37])[c:14]([O:16][CH2:17][CH:18]3[CH2:19][CH2:20][NH:21][CH2:22][CH2:23]3)[cH:15]2)[n:7][cH:8]1. Yields the product C(C)(=O)C1=C(SC=C1)S(=O)(=O)N (3-Acetyl-2-thiophenesulfonamide). Yield: 66.5%. Procedure: The product from Step A (174.05 g, crude) was dissolved in a mixture of THF (1000 mL) and 1N HCl (1000 mL) and heated at reflux temperature for 1.5 hr. The THF was evaporated and the aqueous solution made basic by the addition of a saturated aqueous sodium bicarbonate solution. The mixture was cooled and the precipitate collected by filtration, washed with cold water and dried in vacuo to give the crude product (109.1 g,). Recrystallization from acetonitrile gave the desired product (81.5 g, 79%... Run in C1CCOC1 (THF), Cl (HCl). RXN SMILES: [CH3:1][C:2]1([C:10]2[CH:14]=[CH:13][S:12][C:11]=2[S:15]([NH2:18])(=[O:17])=[O:16])OCC(C)(C)C[O:3]1>C1COCC1.Cl>[C:2]([C:10]1[CH:14]=[CH:13][S:12][C:11]=1[S:15]([NH2:18])(=[O:16])=[O:17])(=[O:3])[CH3:1]. Starting materials: CC1(OCC(CO1)(C)C)C1=C(SC=C1)S(=O)(=O)N (3-(2,5,5-Trimethyl-1,3-dioxan-2-yl)-2-thiophenesulfonamide). Starting materials: C(C)(C)(C)[Si](OCCCN(S(=O)(=O)C1=CC(=C(C=C1)OC)OC)C1=C(C=C(C=C1)Cl)CC1=C(C=CC=C1F)F)(C)C (N-(3-{[tertbutyl(dimethyl)silyl]oxy}propyl)-N-[4-chloro-2-(2,6-difluorobenzyl)phenyl]-3,4-dimethoxybenzenesulfonamide), O.O.O.[F-].C(CCC)[N+](CCCC)(CCCC)CCCC (tetrabutylammonium fluoride trihydrate). Solvent: O1CCCC1 (tetrahydrofuran). Reaction conditions: time 40 minute. The product is ClC1=CC(=C(C=C1)N(S(=O)(=O)C1=CC(=C(C=C1)OC)OC)CCCO)CC1=C(C=CC=C1F)F (N-[4-chloro-2-(2,6-difluorobenzyl)phenyl]-N-(3-hydroxypropyl)-3,4-dimethoxybenzenesulfonamide). Isolated yield 50.2%. Reaction SMILES: C([Si](C)(C)[O:6][CH2:7][CH2:8][CH2:9][N:10]([C:24]1[CH:29]=[CH:28][C:27]([Cl:30])=[CH:26][C:25]=1[CH2:31][C:32]1[C:37]([F:38])=[CH:36][CH:35]=[CH:34][C:33]=1[F:39])[S:11]([C:14]1[CH:19]=[CH:18][C:17]([O:20][CH3:21])=[C:16]([O:22][CH3:23])[CH:15]=1)(=[O:13])=[O:12])(C)(C)C.O.O.O.[F-].C([N+](CCCC)(CCCC)CCCC)CCC>O1CCCC1>[Cl:30][C:27]1[CH:28]=[CH:29][C:24]([N:10]([CH2:9][CH2:8][CH2:7][OH:6])[S:11]([C:14]2[CH:19]=[CH:18][C:17]([O:20][CH3:21])=[C:16]([O:22][CH3:23])[CH:15]=2)(=[O:13])=[O:12])=[C:25]([CH2:31][C:32]2[C:37]([F:38])=[CH:36][CH:35]=[CH:34][C:33]=2[F:39])[CH:26]=1 |f:1.2.3.4.5|. Reported procedure: To 8 g of N-(3-{[tertbutyl(dimethyl)silyl]oxy}propyl)-N-[4-chloro-2-(2,6-difluorobenzyl)phenyl]-3,4-dimethoxybenzenesulfonamide in 80 ml of tetrahydrofuran at 0° C. are added 2.98 g of tetrabutylammonium fluoride trihydrate. After 40 minutes at 25° C., the reaction medium is concentrated and then chromatographed on a column of silica gel, eluting with dichloromethane, to give 3.28 g of the expected product. Starting materials: CCOC(C)=O, CCCC[O-], CC(C)(C)[O-], NCC1CC1, Cc1nn(C)c2nc(Cl)c(CN(Cc3cc(C(F)(F)F)cc(C(F)(F)F)c3)c3nnn(C)n3)cc12, [K+], CC(=O)[O-], CC(=O)[O-], [Pd+2], c1ccc(P(c2ccccc2)c2ccc3ccccc3c2-c2c(P(c3ccccc3)c3ccccc3)ccc3ccccc23)cc1. The product is Cc1nn(C)c2nc(NCC3CC3)c(CN(Cc3cc(C(F)(F)F)cc(C(F)(F)F)c3)c3nnn(C)n3)cc12. As a reaction SMILES: [CH3:107][CH2:108][O:109][C:110](=[O:111])[CH3:112].[CH3:36][CH2:37][CH2:38][CH2:39][O-:40].[CH3:41][C:42]([CH3:43])([O-:44])[CH3:45].[CH:47]1([CH2:50][NH2:51])[CH2:48][CH2:49]1.[F:1][C:2]([c:3]1[cH:4][c:5]([CH2:6][N:7]([c:8]2[n:9][n:10][n:11]([CH3:13])[n:12]2)[CH2:14][c:15]2[cH:16][c:17]3[c:18]([n:19][c:20]2[Cl:21])[n:22]([CH3:26])[n:23][c:24]3[CH3:25])[cH:27][c:28]([C:30]([F:31])([F:32])[F:33])[cH:29]1)([F:34])[F:35].[K+:46].[O-:103][C:104]([CH3:105])=[O:106].[O-:99][C:100]([CH3:101])=[O:102].[Pd+2:98].[cH:52]1[cH:53][cH:54][c:55]([P:56]([c:57]2[cH:58][cH:59][c:60]3[c:61]([cH:62][cH:63][cH:64][cH:65]3)[c:66]2-[c:67]2[c:68]3[c:69]([cH:70][cH:71][cH:72][cH:73]3)[cH:74][cH:75][c:76]2[P:77]([c:78]2[cH:79][cH:80][cH:81][cH:82][cH:83]2)[c:84]2[cH:85][cH:86][cH:87][cH:88][cH:89]2)[c:90]2[cH:91][cH:92][cH:93][cH:94][cH:95]2)[cH:96][cH:97]1>>[F:1][C:2]([c:3]1[cH:4][c:5]([CH2:6][N:7]([c:8]2[n:9][n:10][n:11]([CH3:13])[n:12]2)[CH2:14][c:15]2[cH:16][c:17]3[c:18]([n:19][c:20]2[NH:51][CH2:50][CH:47]2[CH2:48][CH2:49]2)[n:22]([CH3:26])[n:23][c:24]3[CH3:25])[cH:27][c:28]([C:30]([F:31])([F:32])[F:33])[cH:29]1)([F:34])[F:35].